This data is from the Open Reaction Database (ORD), a public repository of structured organic reaction records. The task is: describe an organic reaction: reactants, conditions, products, and yield Reactants: CCO, [Na+], C(=C1c2ccccc2CCc2ccccc21)C1CO1, [OH-], O, NCCOS(=O)(=O)O. Product: C(=C1c2ccccc2CCc2ccccc21)C1CNCCO1. Reaction SMILES: [CH3:31][CH2:32][OH:33].[Na+:29].[O:1]1[CH:2]([CH:3]=[C:4]2[c:5]3[c:6]([cH:15][cH:16][cH:17][cH:18]3)[CH2:7][CH2:8][c:9]3[c:10]2[cH:11][cH:12][cH:13][cH:14]3)[CH2:19]1.[OH-:28].[OH2:30].[S:20]([O:21][CH2:25][CH2:26][NH2:27])([OH:22])(=[O:23])=[O:24]>>[CH:2]1([CH:3]=[C:4]2[c:5]3[c:6]([cH:15][cH:16][cH:17][cH:18]3)[CH2:7][CH2:8][c:9]3[c:10]2[cH:11][cH:12][cH:13][cH:14]3)[CH2:19][NH:27][CH2:26][CH2:25][O:28]1. The reactants are C(C)(C)(C)OC(=O)N1C(C=2N(CC1)C(=NC2C(=O)O)CC)CCC2=CC=C(C=C2)C(F)(F)F (3-ethyl-8-[2-(4-trifluoromethyl-phenyl)-ethyl]-5,6-dihydro-8H-imidazo[1,5-a]pyrazine-1,7-dicarboxylic acid 7-tert-butyl ester), CN(C)C(=[N+](C)C)ON1C2=C(C=CC=C2)N=N1.[B-](F)(F)(F)F (TBTU), CCN(C(C)C)C(C)C (DIPEA), CN (methylamine), C1CCOC1 (THF). Solvent: CN(C)C=O (DMF). Run at time 16 hour. The product is C(C)(C)(C)OC(=O)N1C(C=2N(CC1)C(=NC2C(NC)=O)CC)CCC2=CC=C(C=C2)C(F)(F)F (3-ethyl-1-methylcarbamoyl-8-[2-(4-trifluoromethyl-phenyl)-ethyl]-5,6-dihydro-8H-imidazo[1,5-a]pyrazine-7-carboxylic acid tert-butyl ester). The yield is 57.0%. As a reaction SMILES: [C:1]([O:5][C:6]([N:8]1[CH2:13][CH2:12][N:11]2[C:14]([CH2:20][CH3:21])=[N:15][C:16]([C:17](O)=[O:18])=[C:10]2[CH:9]1[CH2:22][CH2:23][C:24]1[CH:29]=[CH:28][C:27]([C:30]([F:33])([F:32])[F:31])=[CH:26][CH:25]=1)=[O:7])([CH3:4])([CH3:3])[CH3:2].[CH3:34][N:35](C(ON1N=NC2C=CC=CC1=2)=[N+](C)C)C.[B-](F)(F)(F)F.CCN(C(C)C)C(C)C.CN.C1COCC1>CN(C=O)C>[C:1]([O:5][C:6]([N:8]1[CH2:13][CH2:12][N:11]2[C:14]([CH2:20][CH3:21])=[N:15][C:16]([C:17](=[O:18])[NH:35][CH3:34])=[C:10]2[CH:9]1[CH2:22][CH2:23][C:24]1[CH:25]=[CH:26][C:27]([C:30]([F:33])([F:32])[F:31])=[CH:28][CH:29]=1)=[O:7])([CH3:2])([CH3:4])[CH3:3] |f:1.2|. Reported procedure: To a solution of 3-ethyl-8-[2-(4-trifluoromethyl-phenyl)-ethyl]-5,6-dihydro-8H-imidazo[1,5-a]pyrazine-1,7-dicarboxylic acid 7-tert-butyl ester (47 mg; 0.100 mmol) in anhydrous DMF (1 ml) was added successively TBTU (35 mg; 0.110 mmol), DIPEA (51 μl; 0.300 mmol), and finally 2M methylamine in THF (0.15 ml; 0.300 mmol). The resulting reaction mixture was further stirred at rt, under nitrogen, for 16 h, and was then purified by preparative HPLC to give the pure product 3-ethyl-1-methylcarbamoyl-8-[... Reactants: N1=CC=C(C=C1)C1=NC2=C(N1)C=CC=C2C(=O)O (2-(Pyrid-4-yl)-1H-benzimidazole-4-carboxylic acid), H-(L)-valinamide, CN(C)C=O (DMF), [B-](F)(F)(F)F.CCOC(=O)C(=NOC(=[N+](C)C)N(C)C)C#N (TOTU), C(C)(C)N(CC)C(C)C (diisopropylethylamine). Conditions: time 3 hour. Yields the product N1=CC=C(C=C1)C1=NC2=C(N1)C=CC=C2C(=O)N[C@@H](C(C)C)C(=O)N ((2-(Pyrid-4-yl)-1H-benzimidazole-4-carbonyl)-(L)-valinamide). RXN SMILES: [N:1]1[CH:6]=[CH:5][C:4]([C:7]2[NH:11][C:10]3[CH:12]=[CH:13][CH:14]=[C:15]([C:16]([OH:18])=O)[C:9]=3[N:8]=2)=[CH:3][CH:2]=1.[B-](F)(F)(F)F.CCO[C:27]([C:29]([C:39]#[N:40])=NOC(N(C)C)=[N+](C)C)=O.[CH:41](N(C(C)C)CC)(C)C.C[N:51]([CH:53]=[O:54])C>>[N:1]1[CH:2]=[CH:3][C:4]([C:7]2[NH:11][C:10]3[CH:12]=[CH:13][CH:14]=[C:15]([C:16]([NH:40][C@H:39]([C:53]([NH2:51])=[O:54])[CH:29]([CH3:41])[CH3:27])=[O:18])[C:9]=3[N:8]=2)=[CH:5][CH:6]=1 |f:1.2|. Procedure: 120 mg (0.5 mmol) of 2-(pyrid-4-yl)-1H-benzimidazole-4-carboxylic acid (1d) and 76.4 mg (0.5 mmol) of H-(L)-valinamide were dissolved in 5 ml of DMF. 164 mg (0.5 mmol) of TOTU and 0.086 ml of diisopropylethylamine were added and the mixture was stirred at RT for 3 h. The precipitate was filtered off and the filtrate was concentrated. The residue was dissolved in ethyl acetate, the solution was washed with saturated sodium chloride solution, and the organic phase was dried using anhydride sodium ... Reactants: solution, C(C)(=O)NC=1SC(=C(N1)C)C1=CC=C(O1)C(=O)O (5-(2-acetamido-4-methylthiazol-5-yl)furan-2-carboxylic acid), CN(C)C(=[N+](C)C)ON1C2=C(C=CC=C2)N=N1.[B-](F)(F)(F)F (TBTU), CCN(C(C)C)C(C)C (Hunig's base), C1=CC=C(C=C1)[C@@H](CO)N (S-phenylglycinol). Conditions: time 8 hour. Product: C(C)(=O)NC=1SC(=C(N1)C)C1=CC=C(O1)C(=O)N[C@@H](CO)C1=CC=CC=C1 ((R)-5-(2-acetamido-4-methylthiazol-5-yl)-N-(2-hydroxy-1-phenylethyl)furan-2-carboxamide). As a reaction SMILES: [C:1]([NH:4][C:5]1[S:6][C:7]([C:11]2[O:15][C:14]([C:16]([OH:18])=O)=[CH:13][CH:12]=2)=[C:8]([CH3:10])[N:9]=1)(=[O:3])[CH3:2].CN(C(ON1N=NC2C=CC=CC1=2)=[N+](C)C)C.[B-](F)(F)(F)F.CCN(C(C)C)C(C)C.[CH:50]1[CH:55]=[CH:54][C:53]([C@H:56]([NH2:59])[CH2:57][OH:58])=[CH:52][CH:51]=1>>[C:1]([NH:4][C:5]1[S:6][C:7]([C:11]2[O:15][C:14]([C:16]([NH:59][C@H:56]([C:53]3[CH:54]=[CH:55][CH:50]=[CH:51][CH:52]=3)[CH2:57][OH:58])=[O:18])=[CH:13][CH:12]=2)=[C:8]([CH3:10])[N:9]=1)(=[O:3])[CH3:2] |f:1.2|. Procedure details: To 5 mL of the crude 4.49 millimolar solution of 5-(2-acetamido-4-methylthiazol-5-yl)furan-2-carboxylic acid was added 200 mg of TBTU and 1 mL of Hunig's base. To the stirred reaction mixture was then added 200 mg of S-phenylglycinol. The reaction was allowed to stir overnight and was then concentrated to dryness and dissolved in 1 mL of DMSO and filtered. The filtrate was purified via reverse phase chromatography to yield 4.1 mg of (R)-5-(2-acetamido-4-methylthiazol-5-yl)-N-(2-hydroxy-1-phenyle... Reactants: C (carbon black), C1=C(NC(=C1Br)Br)C(=O)O (DBPA), C (carbon black), N(=O)[O-].[Na+] (NaNO2), NC1=CC=CC=C1 (aniline), [N+](=O)(O)[O-] (nitric acid). Solvent: O (water), O (water), O (water). Product: [N+](=O)([O-])[O-].C1(=CC=CC=C1)[N+]#N (Benzenediazonium nitrate). Reaction SMILES: C.C1C(Br)=C(Br)[NH:4]C=1C(O)=O.N([O-])=O.[Na+].[NH2:16][C:17]1[CH:22]=[CH:21][CH:20]=[CH:19][CH:18]=1.[N+:23]([O-:26])([OH:25])=[O:24]>O>[N+:23]([O-:26])([O-:25])=[O:24].[C:17]1([N+:16]#[N:4])[CH:22]=[CH:21][CH:20]=[CH:19][CH:18]=1 |f:2.3,7.8|. Procedure: A carbon black with a surface area of 58 m2 /g and a DBPA of 46 ml/100 g was used. A suspension of 50 g of this carbon black was prepared by stirring it into 450 g of water. A solution of 0.85 g of NaNO2 in 4 g of cold water was slowly added to a solution of 0.94 g of aniline and 1.98 g of concentrated nitric acid in 5 g of water that was cooled in an ice bath. Benzenediazonium nitrate was formed. After 15 minutes of stirring, the mixture was added to the stirring carbon black suspension. Bubble... The reactants are CCCCCCBr, COC(=O)C=C(C)[O-], [I-], [K+], [Na+]. The product is CCCCCCC(C(C)=O)C(=O)OC. RXN SMILES: [CH2:12]([CH2:13][CH2:14][CH2:15][CH2:16][CH3:17])[Br:18].[CH3:1][O:2][C:3]([CH:4]=[C:5]([CH3:6])[O-:7])=[O:8].[I-:11].[K+:10].[Na+:9]>>[CH3:1][O:2][C:3]([CH:4]([C:5]([CH3:6])=[O:7])[CH2:12][CH2:13][CH2:14][CH2:15][CH2:16][CH3:17])=[O:8]. Yields the product BrC1=C(C=C(C=C1)OCC)C(F)(F)F (4-bromo-1-ethoxy-3-trifluoromethyl-benzene). Reported procedure: A stirred suspension of 4-bromo-3-trifluoromethyl-phenol (117.6 g, 0.49 mol) iodoethane (77.6 g, 0.49 mol) and potassium carbonate (101.2 g, 0.73 mol) in acetonitrile (600 ml) was heated to reflux for 2.5 hours. The mixture was concentrated under reduced pressure before partitioning between dichloromethane (1 litre) and water (1 litre). The organic phase was collected and dried over magnesium sulfate before concentration under reduced pressure to afford 4-bromo-1-ethoxy-3-trifluoromethyl-benzene... RXN SMILES: [Br:1][C:2]1[CH:7]=[CH:6][C:5]([OH:8])=[CH:4][C:3]=1[C:9]([F:12])([F:11])[F:10].C(=O)([O-])[O-].[K+].[K+].[C:19](#N)[CH3:20]>>[Br:1][C:2]1[CH:7]=[CH:6][C:5]([O:8][CH2:19][CH3:20])=[CH:4][C:3]=1[C:9]([F:10])([F:11])[F:12] |f:1.2.3|. Reactants: BrC1=C(C=C(C=C1)O)C(F)(F)F (4-bromo-3-trifluoromethyl-phenol), C([O-])([O-])=O.[K+].[K+] (potassium carbonate), C(C)#N (acetonitrile). Reactants: N#CC1CC2=C3C(=CC=NC2)CCCC3C1, CC(=O)O, Cl. Yields the product C1=NCC2=C3C(=C1)CCCC3CCC2. As a reaction SMILES: [C:1](#[N:2])[CH:3]1[CH2:4][C:5]2=[C:11]3[C:10](=[CH:9][CH:8]=[N:7][CH2:6]2)[CH2:16][CH2:15][CH2:14][CH:12]3[CH2:13]1.[CH3:17][C:18](=[O:19])[OH:20].[ClH:21]>>[CH2:3]1[CH2:4][C:5]2=[C:11]3[C:10](=[CH:9][CH:8]=[N:7][CH2:6]2)[CH2:16][CH2:15][CH2:14][CH:12]3[CH2:13]1. Reactants: C(C)OC(=O)N1[C@H](C[C@H](C2=CC(=CC=C12)C(F)(F)F)NCC1=CC(=CC(=C1)C(F)(F)F)C(F)(F)F)CC (cis4-(3,5-bis-trifluoromethyl-benzylamino)-2-ethyl-6-trifluoromethy1-3,4-dihydro-2H-quinoline-1-carboxylic acid ethyl ester), N1=CC=CC=C1 (pyridine). Run in ClCCl (dichloromethane). Conditions: time 8 hour. The product is C(C)OC(=O)N1[C@H](C[C@H](C2=CC(=CC=C12)C(F)(F)F)N(C(=O)OC)CC1=CC(=CC(=C1)C(F)(F)F)C(F)(F)F)CC (cis4-[(3,5-Bis-trifluoromethyl-benzyl)-methoxycarbonyl-amino]-2-ethyl-6-trifluoromethyl-3,4-dihydro-2H-quinoline-1-carboxylic acid ethyl ester). The yield is 162.0%. RXN SMILES: [CH2:1]([O:3][C:4]([N:6]1[C:15]2[C:10](=[CH:11][C:12]([C:16]([F:19])([F:18])[F:17])=[CH:13][CH:14]=2)[C@H:9]([NH:20][CH2:21][C:22]2[CH:27]=[C:26]([C:28]([F:31])([F:30])[F:29])[CH:25]=[C:24]([C:32]([F:35])([F:34])[F:33])[CH:23]=2)[CH2:8][C@@H:7]1[CH2:36][CH3:37])=[O:5])[CH3:2].N1C=CC=CC=1>ClCCl>[CH2:1]([O:3][C:4]([N:6]1[C:15]2[C:10](=[CH:11][C:12]([C:16]([F:17])([F:18])[F:19])=[CH:13][CH:14]=2)[C@H:9]([N:20]([CH2:21][C:22]2[CH:27]=[C:26]([C:28]([F:29])([F:30])[F:31])[CH:25]=[C:24]([C:32]([F:35])([F:33])[F:34])[CH:23]=2)[C:4]([O:3][CH3:1])=[O:5])[CH2:8][C@@H:7]1[CH2:36][CH3:37])=[O:5])[CH3:2]. Procedure: A solution of cis4-(3,5-bis-trifluoromethyl-benzylamino)-2-ethyl-6-trifluoromethy1-3,4-dihydro-2H-quinoline-1-carboxylic acid ethyl ester (2.0 g, 3.7 mmol) and pyridine (0.58 g, 7.4 mmol) in 100 mL of dichloromethane was cooled in an icewater bath as methyl chlorofomate (0.87 g, 9.2 mmol) was added slowly. After stirring overnight at room temperature, the reaction mixture was washed twice with a 2N hydrochloric acid solution, dried over magnesium sulfate, filtered and concentrated in vacuo to af...